Dataset: the Open Reaction Database (ORD), a public repository of structured organic reaction records. Task: describe an organic reaction: reactants, conditions, products, and yield Reactants: CC(C)(C)OC(=O)NCCc1ccccn1, CI, CN(C)C=O, [Cl-], [H-], [Na+], [Na+], O. The product is CN(CCc1ccccn1)C(=O)OC(C)(C)C. As a reaction SMILES: [C:1]([CH3:2])([CH3:3])([CH3:4])[O:5][C:6](=[O:7])[NH:8][CH2:9][CH2:10][c:11]1[n:12][cH:13][cH:14][cH:15][cH:16]1.[CH3:19][I:20].[CH3:23][N:24]([CH3:25])[CH:26]=[O:27].[Cl-:22].[H-:17].[Na+:18].[Na+:21].[OH2:28]>>[C:1]([CH3:2])([CH3:3])([CH3:4])[O:5][C:6](=[O:7])[N:8]([CH2:9][CH2:10][c:11]1[n:12][cH:13][cH:14][cH:15][cH:16]1)[CH3:19]. Reactants: C1(CCCCC1)C1=C(N(C2=CC(=CC=C12)C(=O)OC)CC(=C)C(=O)OC)C1=C(C=CC=C1)C=C (methyl 3-cyclohexyl-1-(2-(methoxycarbonyl)allyl)-2-(2-vinylphenyl)-1H-indole-6-carboxylate). Reagents/catalysts: Cl[Ru]([P](C1CCCCC1)(C2CCCCC2)C3CCCCC3)(=CC4=CC=CC=C4)(Cl)=C5N(C6=C(C)C=C(C)C=C6C)CCN5C7=C(C)C=C(C)C=C7C (Grubbs' 2nd generation). Solvent: C(Cl)Cl (methylene chloride). Reaction conditions: temperature 45 celsius. Yields the product C1(CCCCC1)C=1C=2C=CC(=CC2N2C1C1=C(CC(=C2)C(=O)OC)C=CC=C1)C(=O)OC (Methyl 13-cyclohexyl-6-(carbomethoxy)-5H-indolo[2,1-a][2]benzazepine-10-carboxylate). Isolated yield 46.8%. As a reaction SMILES: [CH:1]1([C:7]2[C:15]3[C:10](=[CH:11][C:12]([C:16]([O:18][CH3:19])=[O:17])=[CH:13][CH:14]=3)[N:9]([CH2:20][C:21]([C:23]([O:25][CH3:26])=[O:24])=[CH2:22])[C:8]=2[C:27]2[CH:32]=[CH:31][CH:30]=[CH:29][C:28]=2C=C)[CH2:6][CH2:5][CH2:4][CH2:3][CH2:2]1>Cl[Ru](=C1N(C2C(C)=CC(C)=CC=2C)CCN1C1C(C)=CC(C)=CC=1C)(Cl)(=CC1C=CC=CC=1)[P](C1CCCCC1)(C1CCCCC1)C1CCCCC1.C(Cl)Cl>[CH:1]1([C:7]2[C:15]3[CH:14]=[CH:13][C:12]([C:16]([O:18][CH3:19])=[O:17])=[CH:11][C:10]=3[N:9]3[CH:20]=[C:21]([C:23]([O:25][CH3:26])=[O:24])[CH2:22][C:32]4[CH:31]=[CH:30][CH:29]=[CH:28][C:27]=4[C:8]=23)[CH2:6][CH2:5][CH2:4][CH2:3][CH2:2]1 |^1:67|. Procedure details: A mixture of methyl 3-cyclohexyl-1-(2-(methoxycarbonyl)allyl)-2-(2-vinylphenyl)-1H-indole-6-carboxylate (13, R=methyl), (3.1 g, 6.77 mmol) and Grubbs' 2nd generation catalyst (1.7 g, 1.35 mmol) in methylene chloride (350 mL) were heated at 45° C. for 96 hr. Solvent was removed in vacuo and the residue was chromatographed on silica gel using hexane/ethyl acetate (0-15%) to afford pure title compound as a bright yellow solid (1.36 g). The mixed fractions were combined and concentrated in vacuo and... Reactants: ClC=1N=C(C2=C(N1)C=C(S2)C(C)N2CCN(CC2)S(=O)(=O)C)N2CCOCC2 (2-Chloro-6-[1-(4-methanesulfonyl-piperazin-1-yl)-ethyl]-4-morpholin-4-yl-thieno[3,2-d]pyrimidine), NC1=NC=C(C=N1)B1OC(C)(C)C(C)(C)O1 (2-aminopyrimidine-5-boronic acid pinacol ester). The product is O1CCN(CC1)C=1C2=C(N=C(N1)C=1C=NC(=NC1)N)C=C(S2)C(C)N2CCN(CC2)S(=O)(=O)C (5-(4-morpholino-6-(1-(4-N-methylsulfonylpiperazin-1-yl)ethyl)thieno[3,2-d]pyrimidin-2-yl)pyrimidin-2-amine). As a reaction SMILES: Cl[C:2]1[N:3]=[C:4]([N:23]2[CH2:28][CH2:27][O:26][CH2:25][CH2:24]2)[C:5]2[S:10][C:9]([CH:11]([N:13]3[CH2:18][CH2:17][N:16]([S:19]([CH3:22])(=[O:21])=[O:20])[CH2:15][CH2:14]3)[CH3:12])=[CH:8][C:6]=2[N:7]=1.[NH2:29][C:30]1[N:35]=[CH:34][C:33](B2OC(C)(C)C(C)(C)O2)=[CH:32][N:31]=1>>[O:26]1[CH2:27][CH2:28][N:23]([C:4]2[C:5]3[S:10][C:9]([CH:11]([N:13]4[CH2:18][CH2:17][N:16]([S:19]([CH3:22])(=[O:21])=[O:20])[CH2:15][CH2:14]4)[CH3:12])=[CH:8][C:6]=3[N:7]=[C:2]([C:33]3[CH:32]=[N:31][C:30]([NH2:29])=[N:35][CH:34]=3)[N:3]=2)[CH2:24][CH2:25]1. Reported procedure: 2-Chloro-6-[1-(4-methanesulfonyl-piperazin-1-yl)-ethyl]-4-morpholin-4-yl-thieno[3,2-d]pyrimidine was reacted with 2-aminopyrimidine-5-boronic acid pinacol ester in General Procedure A. Purification on silica yielded 300. NMR: (CDCl3): 1.44 (3 H, d, J 7.1, Me), 2.52-2.64 (4 H, m, CH2), 2.73 (3 H, s, Me), 3.21-3.23 (4 H, m, CH2), 3.80-3.83 (4 H, m, CH2), 3.94-4.06 (5 H, m), 5.16 (2 H, s, NH2) and 9.20 (2 H, s, Ar). MS: (ESI+): MH+=505.20 Starting materials: COC(C(C1=CC(=C(C=C1)OCCOC1=CC2=CC=CC=C2C=C1)C)=O)=O (3-methyl-4-[2-(2-naphthalenyloxy)ethoxy]-alpha-oxobenzeneacetic acid methyl ester), [OH-].[Na+] (sodium hydroxide). Solvent: CO (methanol), O1CCCC1 (tetrahydrofuran), O (water). The product is CC=1C=C(C=CC1OCCOC1=CC2=CC=CC=C2C=C1)C(C(=O)O)=O (3-methyl-4-[2-(2-naphthalenyloxy)ethoxy]-alpha-oxobenzeneacetic acid). The yield is 86.7%. As a reaction SMILES: C[O:2][C:3](=[O:27])[C:4](=[O:26])[C:5]1[CH:10]=[CH:9][C:8]([O:11][CH2:12][CH2:13][O:14][C:15]2[CH:24]=[CH:23][C:22]3[C:17](=[CH:18][CH:19]=[CH:20][CH:21]=3)[CH:16]=2)=[C:7]([CH3:25])[CH:6]=1.[OH-].[Na+]>CO.O1CCCC1.O>[CH3:25][C:7]1[CH:6]=[C:5]([C:4](=[O:26])[C:3]([OH:27])=[O:2])[CH:10]=[CH:9][C:8]=1[O:11][CH2:12][CH2:13][O:14][C:15]1[CH:24]=[CH:23][C:22]2[C:17](=[CH:18][CH:19]=[CH:20][CH:21]=2)[CH:16]=1 |f:1.2|. Procedure details: A solution of 3-methyl-4-[2-(2-naphthalenyloxy)ethoxy]-alpha-oxobenzeneacetic acid methyl ester (0.6 g) in warm methanol (10 mL) and tetrahydrofuran (10 mL) was treated with 1N sodium hydroxide (2 mL) and after 10 minutes the mixture was diluted with water and concentrated to remove the organic solvents. The residue was acidified with excess hydrochloric acid and extracted with dichloromethane containing a little tetrahydrofuran. The organic layer was washed with water, dried (Na25O4), filtered ... The reactants are NCCNC(=O)C1=NC(=C2N=CN(C2=N1)[C@H]1[C@@H]([C@@H]([C@H](C1)NC(CC)=O)O)O)NCC(C1=CC=CC=C1)C1=CC=CC=C1 (9-((1R,2S,3R,4S)-2,3-dihydroxy-4-propionylamino-cyclopentyl)-6-(2,2-diphenyl-ethylamino)-9H-purine-2-carboxylic acid (2-amino-ethyl)-amide), S(=O)(=O)(C)Cl (mesyl chloride), TEA. Solvent: C(Cl)(Cl)Cl (chloroform), C(Cl)(Cl)Cl (chloroform), C(Cl)Cl (DCM). RXN SMILES: [NH2:1][CH2:2][CH2:3][NH:4][C:5]([C:7]1[N:15]=[C:14]2[C:10]([N:11]=[CH:12][N:13]2[C@@H:16]2[CH2:20][C@H:19]([NH:21][C:22](=[O:25])[CH2:23][CH3:24])[C@@H:18]([OH:26])[C@H:17]2[OH:27])=[C:9]([NH:28][CH2:29][CH:30]([C:37]2[CH:42]=[CH:41][CH:40]=[CH:39][CH:38]=2)[C:31]2[CH:36]=[CH:35][CH:34]=[CH:33][CH:32]=2)[N:8]=1)=[O:6].[S:43](Cl)([CH3:46])(=[O:45])=[O:44]>C(Cl)(Cl)Cl.C(Cl)Cl>[CH3:46][S:43]([NH:1][CH2:2][CH2:3][NH:4][C:5]([C:7]1[N:15]=[C:14]2[C:10]([N:11]=[CH:12][N:13]2[C@@H:16]2[CH2:20][C@H:19]([NH:21][C:22](=[O:25])[CH2:23][CH3:24])[C@@H:18]([OH:26])[C@H:17]2[OH:27])=[C:9]([NH:28][CH2:29][CH:30]([C:37]2[CH:42]=[CH:41][CH:40]=[CH:39][CH:38]=2)[C:31]2[CH:36]=[CH:35][CH:34]=[CH:33][CH:32]=2)[N:8]=1)=[O:6])(=[O:45])=[O:44]. Reported procedure: A solution of 9-((1R,2S,3R,4S)-2,3-dihydroxy-4-propionylamino-cyclopentyl)-6-(2,2-diphenyl-ethylamino)-9H-purine-2-carboxylic acid (2-amino-ethyl)-amide (0.01 g, 0.017 mmol) in chloroform (1 ml) is treated with mesyl chloride (1 ml of a 3 mg/ml solution in chloroform) and TEA (0.003 ml). After stirring at 5° C. for 1 hour, the reaction mixture is diluted with DCM and extracted with 1 M HCl. The organic portion is isolated and concentrated in vacuo to yield the title product. (MH+ 651.5) Conditions: temperature 5 celsius, time 1 hour. Yields the product CS(=O)(=O)NCCNC(=O)C1=NC(=C2N=CN(C2=N1)[C@H]1[C@@H]([C@@H]([C@H](C1)NC(CC)=O)O)O)NCC(C1=CC=CC=C1)C1=CC=CC=C1 (9-((1R,2S,3R,4S)-2,3-Dihydroxy-4-propionylamino-cyclopentyl)-6-(2,2-diphenyl-ethylamino)-9H-purine-2-carboxylic acid (2-methanesulfonylamino-ethyl)-amide). Reactants: O1C(=CC=C1)C(CNC)O (1-(2-furyl)-2-(methylamino)ethanol), NC(CN1C2=C(C(C(=C1)C(=O)NCC1=CC=C(C=C1)Cl)=O)SC(=C2C)CCl)=O (4-(2-amino-2-oxoethyl)-N-(4-chlorobenzyl)-2-(chloromethyl)-3-methyl-7-oxo-4,7-dihydrothieno[3,2-b]pyridine-6-carboxamide). Product: NC(CN1C2=C(C(C(=C1)C(=O)NCC1=CC=C(C=C1)Cl)=O)SC(=C2C)CN(C)CC(O)C=2OC=CC2)=O (4-(2-amino-2-oxoethyl)-N-(4-chlorobenzyl)-2-{[[2-(2-furyl)-2-hydroxyethyl](methyl)amino]methyl}-3-methyl-7-oxo-4,7-dihydrothieno[3,2-b]pyridine-6-carboxamide). As a reaction SMILES: [O:1]1[CH:5]=[CH:4][CH:3]=[C:2]1[CH:6]([OH:10])[CH2:7][NH:8][CH3:9].[NH2:11][C:12](=[O:38])[CH2:13][N:14]1[CH:19]=[C:18]([C:20]([NH:22][CH2:23][C:24]2[CH:29]=[CH:28][C:27]([Cl:30])=[CH:26][CH:25]=2)=[O:21])[C:17](=[O:31])[C:16]2[S:32][C:33]([CH2:36]Cl)=[C:34]([CH3:35])[C:15]1=2>>[NH2:11][C:12](=[O:38])[CH2:13][N:14]1[CH:19]=[C:18]([C:20]([NH:22][CH2:23][C:24]2[CH:29]=[CH:28][C:27]([Cl:30])=[CH:26][CH:25]=2)=[O:21])[C:17](=[O:31])[C:16]2[S:32][C:33]([CH2:36][N:8]([CH2:7][CH:6]([C:2]3[O:1][CH:5]=[CH:4][CH:3]=3)[OH:10])[CH3:9])=[C:34]([CH3:35])[C:15]1=2. Procedure: Prepared from 1-(2-furyl)-2-(methylamino)ethanol (Preparation 8) and 4-(2-amino-2-oxoethyl)-N-(4-chlorobenzyl)-2-(chloromethyl)-3-methyl-7-oxo-4,7-dihydrothieno[3,2-b]pyridine-6-carboxamide by the procedure described for Example 2. Recrystallization from acetonitrile afforded 17 mg of the title compound as a white solid. Reactants: O (water), ClC1=CC=C(C=C1)C=1SC=C(N1)CSC1=NC=C(C(=C1C#N)C1=CC=C(C=C1)OCCO)C#N ({(2-(4-chlorophenyl)-1,3-thiazol-4-ylmethyl}sulfanyl)-4-(4-(2-hydroxyethoxy)phenyl)pyridine-3,5-dicarbonitrile), C(C)(C)N (isopropylamine), C(C)(C)N (isopropylamine). Run in C1CCOC1 (THF). Run at time 60 minute. The product is ClC1=CC=C(C=C1)C=1SC=C(N1)CSC1=NC(=C(C(=C1C#N)C1=CC=C(C=C1)OCCO)C#N)NC(C)C ({(2-(4-Chlorophenyl)-1,3-thiazol-4-ylmethyl}sulfanyl)-4-(4-(2-hydroxyethoxy)phenyl)-6-(propan-2-ylamino)pyridine-3,5-dicarbonitrile). RXN SMILES: [Cl:1][C:2]1[CH:7]=[CH:6][C:5]([C:8]2[S:9][CH:10]=[C:11]([CH2:13][S:14][C:15]3[C:20]([C:21]#[N:22])=[C:19]([C:23]4[CH:28]=[CH:27][C:26]([O:29][CH2:30][CH2:31][OH:32])=[CH:25][CH:24]=4)[C:18]([C:33]#[N:34])=[CH:17][N:16]=3)[N:12]=2)=[CH:4][CH:3]=1.[CH:35]([NH2:38])([CH3:37])[CH3:36].O>C1COCC1>[Cl:1][C:2]1[CH:3]=[CH:4][C:5]([C:8]2[S:9][CH:10]=[C:11]([CH2:13][S:14][C:15]3[C:20]([C:21]#[N:22])=[C:19]([C:23]4[CH:28]=[CH:27][C:26]([O:29][CH2:30][CH2:31][OH:32])=[CH:25][CH:24]=4)[C:18]([C:33]#[N:34])=[C:17]([NH:38][CH:35]([CH3:37])[CH3:36])[N:16]=3)[N:12]=2)=[CH:6][CH:7]=1. Reported procedure: At RT, 60 mg (0.11 mmol) of 2-chloro-6-({(2-(4-chlorophenyl)-1,3-thiazol-4-ylmethyl}sulfanyl)-4-(4-(2-hydroxyethoxy)phenyl)pyridine-3,5-dicarbonitrile (Example 2A) and 0.011 ml (0.13 mmol) of isopropylamine were stirred in 1.5 ml of THF for 60 min. Another 11 μl (0.13 mmol) of isopropylamine were then added, and the mixture was stirred at RT for another 60 min. About 10 ml of water were added to the reaction mixture, and the precipitate formed was filtered off, washed with water and dried under ...